From a dataset of the Open Reaction Database (ORD), a public repository of structured organic reaction records. describe an organic reaction: reactants, conditions, products, and yield Solvent: C(C)(=O)OCC (ethyl acetate). Run at time 2 hour. The yield is 99.2%. As a reaction SMILES: C(OC(=O)[NH:7][CH:8]([C:10]1[CH:15]=[CH:14][CH:13]=[C:12]([N:16]2[CH2:20][CH2:19][CH:18]([N:21]([CH3:23])[CH3:22])[CH2:17]2)[CH:11]=1)[CH3:9])(C)(C)C.Cl>C(OCC)(=O)C>[NH2:7][CH:8]([C:10]1[CH:11]=[C:12]([N:16]2[CH2:20][CH2:19][CH:18]([N:21]([CH3:22])[CH3:23])[CH2:17]2)[CH:13]=[CH:14][CH:15]=1)[CH3:9]. Reported procedure: A mixture of {1-[3-(3-dimethylamino-pyrrolidin-1-yl)-phenyl]-ethyl}-carbamic acid tert-butyl ester (1.8 g) and 4 ml of 4 N HCl in ethyl acetate (10 mL) at 50° C. was stirred for 2 h. After concentration, the residue was neutralized with 10 N NaOH and extracted with methylene chloride. The organic layer was washed with brine, dried over Na2SO4, and concentrated to give the crude product (1.25 g) as an oil. Product: NC(C)C=1C=C(C=CC1)N1CC(CC1)N(C)C ({1-[3-(1-Amino-ethyl)-phenyl]-pyrrolidin-3-yl}-dimethyl-amine). The reactants are C(C)(C)(C)OC(NC(C)C1=CC(=CC=C1)N1CC(CC1)N(C)C)=O ({1-[3-(3-dimethylamino-pyrrolidin-1-yl)-phenyl]-ethyl}-carbamic acid tert-butyl ester), Cl (HCl). Starting materials: [Al+3], CCOC(=O)c1ccc(Oc2cc(C)cs2)cc1, Cl, [H-], [H-], [H-], [H-], [Li+], C1CCOC1. Product: Cc1csc(Oc2ccc(CO)cc2)c1. Reaction SMILES: [Al+3:2].[CH3:7][c:8]1[cH:9][c:10]([O:13][c:14]2[cH:15][cH:16][c:17]([C:18](=[O:19])[O:20][CH2:21][CH3:22])[cH:23][cH:24]2)[s:11][cH:12]1.[ClH:25].[H-:1].[H-:4].[H-:5].[H-:6].[Li+:3].[O:26]1[CH2:27][CH2:28][CH2:29][CH2:30]1>>[CH3:7][c:8]1[cH:9][c:10]([O:13][c:14]2[cH:15][cH:16][c:17]([CH2:18][OH:19])[cH:23][cH:24]2)[s:11][cH:12]1. Starting materials: C1(=CC=CC=C1)CCCCCOC1=C(C=CC=C1)CO ([2-(5-phenylpentyloxy)phenyl]methanol), [Br-].C1(=CC=CC=C1)[PH+](C1=CC=CC=C1)C1=CC=CC=C1 (triphenylphosphonium bromide). Run in C(C)#N (acetonitrile). Yields the product [Br-].C1(=CC=CC=C1)[P+](CC1=C(C=CC=C1)OCCCCCC1=CC=CC=C1)(C1=CC=CC=C1)C1=CC=CC=C1 (Triphenyl[2-(5-phenylpentyloxy)benzyl]phosphonium bromide). Reaction SMILES: [C:1]1([CH2:7][CH2:8][CH2:9][CH2:10][CH2:11][O:12][C:13]2[CH:18]=[CH:17][CH:16]=[CH:15][C:14]=2[CH2:19]O)[CH:6]=[CH:5][CH:4]=[CH:3][CH:2]=1.[Br-:21].[C:22]1([PH+:28]([C:35]2[CH:40]=[CH:39][CH:38]=[CH:37][CH:36]=2)[C:29]2[CH:34]=[CH:33][CH:32]=[CH:31][CH:30]=2)[CH:27]=[CH:26][CH:25]=[CH:24][CH:23]=1>C(#N)C>[Br-:21].[C:35]1([P+:28]([C:22]2[CH:23]=[CH:24][CH:25]=[CH:26][CH:27]=2)([C:29]2[CH:34]=[CH:33][CH:32]=[CH:31][CH:30]=2)[CH2:19][C:14]2[CH:15]=[CH:16][CH:17]=[CH:18][C:13]=2[O:12][CH2:11][CH2:10][CH2:9][CH2:8][CH2:7][C:1]2[CH:6]=[CH:5][CH:4]=[CH:3][CH:2]=2)[CH:36]=[CH:37][CH:38]=[CH:39][CH:40]=1 |f:1.2,4.5|. Procedure: A solution of 18.7 g (69.16 mmol) of [2-(5-phenylpentyloxy)phenyl]methanol in 120 ml of acetonitrile is mixed with 22.55 g (65.71 mmol) of triphenylphosphonium bromide and heated under reflux for 3 hours. The reaction solution is then concentrated to dryness. 36.6 g (61.45 mmol, 83% of theory) of crystalline product are obtained and are reacted without further purification.